Task: describe an organic reaction: reactants, conditions, products, and yield. Dataset: the Open Reaction Database (ORD), a public repository of structured organic reaction records Starting materials: S1C(=CC=C1)C(C(=O)N)=O (2-thienylglyoxylamide), C(C)O (ethanol), Cl.NO (hydroxylamine hydrochloride), C(C)(=O)[O-].[Na+] (sodium acetate). The solvent is O (water), O (water). Run at temperature 40 celsius, time 5 hour. The product is S1C(=CC=C1)C(C(=O)N)=NO (2-Thienylhydroximinoacetamide). As a reaction SMILES: [S:1]1[CH:5]=[CH:4][CH:3]=[C:2]1[C:6](=O)[C:7]([NH2:9])=[O:8].C(O)C.Cl.[NH2:15][OH:16].C([O-])(=O)C.[Na+]>O>[S:1]1[CH:5]=[CH:4][CH:3]=[C:2]1[C:6](=[N:15][OH:16])[C:7]([NH2:9])=[O:8] |f:2.3,4.5|. Procedure: A mixture of 15.5 g of 2-thienylglyoxylamide, 75 ml of water, 75 ml of ethanol, 10.4 g of hydroxylamine hydrochloride and 24.6 g of sodium acetate is stirred at 40° C. for 5 h, the volatile fractions are stripped off in vacuo, and the residue is taken up in water. The product is extracted with ethyl acetate, and the organic phase is dried and concentrated. The residue is recrystallized from a little ethyl acetate. The reactants are CC(C)=O, CCOC(=O)C(O)CC. The product is CCOC(=O)C(=O)CC. RXN SMILES: [CH3:10][C:11](=[O:12])[CH3:13].[OH:1][CH:2]([C:3](=[O:4])[O:5][CH2:6][CH3:7])[CH2:8][CH3:9]>>[O:1]=[C:2]([C:3](=[O:4])[O:5][CH2:6][CH3:7])[CH2:8][CH3:9]. The solvent is O (water), O (water), S(O)(O)(=O)=O (sulfuric acid). Yields the product C1(CCC1)N1NC(=C2C1=NC(=NC2=O)C2=CC=NC=C2)C (1- cyclobutyl-3-methyl-6-(4-pyridyl)-pyrazolo[3,4-d]pyrimidin-4-one). Reported procedure: To a solution of 1-cyclobutyl-3-methyl-6-(4-pyridyl)pyrazolo[3,4-d]pyrimidin-4-amine (1.5 g, 5.3 mmol) in 75% aqueous sulfuric acid (25 ml) cooled in an ice-bath was added sodium nitrite (4.0 g, 58.0 mmol) in water (3 ml). The reaction mixture was warmed to room temperature, stirred for 24 hours and then warmed to 50° C. for 2 hours. The mixture was cooled in an ice-bath and sodium nitrite (4.2 g, 61.0 mmol) in water (5 ml) was added. The reaction mixture was warmed to room temperature and stirr... As a reaction SMILES: [CH:1]1([N:5]2[C:9]3=[N:10][C:11]([C:15]4[CH:20]=[CH:19][N:18]=[CH:17][CH:16]=4)=[N:12][C:13](N)=[C:8]3[C:7]([CH3:21])=[N:6]2)[CH2:4][CH2:3][CH2:2]1.N([O-])=[O:23].[Na+].C([O-])([O-])=O.[K+].[K+]>S(=O)(=O)(O)O.O>[CH:1]1([N:5]2[C:9]3=[N:10][C:11]([C:15]4[CH:20]=[CH:19][N:18]=[CH:17][CH:16]=4)=[N:12][C:13](=[O:23])[C:8]3=[C:7]([CH3:21])[NH:6]2)[CH2:4][CH2:3][CH2:2]1 |f:1.2,3.4.5|. Starting materials: N(=O)[O-].[Na+] (sodium nitrite), N(=O)[O-].[Na+] (sodium nitrite), C(=O)([O-])[O-].[K+].[K+] (K2CO3), C1(CCC1)N1N=C(C=2C1=NC(=NC2N)C2=CC=NC=C2)C (1-cyclobutyl-3-methyl-6-(4-pyridyl)pyrazolo[3,4-d]pyrimidin-4-amine). Isolated yield 80.5%. Conditions: time 24 hour. Starting materials: ClC1=NC2=CC=CC=C2C=C1 (2-chloroquinoline), CN1C=CC2=CC(=CC=C12)B1OC(C(O1)(C)C)(C)C (1-methyl-5-(4,4,5,5-tetramethyl-1,3,2-dioxaborolan-2-yl)-1H-indole). Product: CN1C=CC2=CC(=CC=C12)C1=NC2=CC=CC=C2C=C1 (2-(1-Methyl-1H-indol-5-yl)quinoline), solid. The yield is 42.0%. Reaction SMILES: Cl[C:2]1[CH:11]=[CH:10][C:9]2[C:4](=[CH:5][CH:6]=[CH:7][CH:8]=2)[N:3]=1.[CH3:12][N:13]1[C:21]2[C:16](=[CH:17][C:18](B3OC(C)(C)C(C)(C)O3)=[CH:19][CH:20]=2)[CH:15]=[CH:14]1>>[CH3:12][N:13]1[C:21]2[C:16](=[CH:17][C:18]([C:2]3[CH:11]=[CH:10][C:9]4[C:4](=[CH:5][CH:6]=[CH:7][CH:8]=4)[N:3]=3)=[CH:19][CH:20]=2)[CH:15]=[CH:14]1. Procedure: 2-(1-Methyl-1H-indol-5-yl)quinoline T453 was prepared using general procedure A from 2-chloroquinoline (32 mg, 0.2 mmol) and 1-methyl-5-(4,4,5,5-tetramethyl-1,3,2-dioxaborolan-2-yl)-1H-indole (51 mg, 0.2 mmol). The product was obtained as off-white solid (22 mg, 42%). 1H NMR (400 MHz, CDCl3): δ 8.43 (dd, J=2.0, 0.8 Hz, 1H), 8.17 (d, J=8.8 Hz, 2H), 8.12 (dd, J=8.8, 2.0 Hz, 1H), 7.95 (d, J=8.8 Hz, 1H), 7.80 (dd, J=8.4, 1.6 Hz, 1H), 7.70 (m, 1H), 7.48 (m, 1H), 7.44 (d, J=8.8 Hz, 1H), 7.09 (d, J=3.2... The reactants are COC([C@@H](N)CC1=CC=CC=C1)=O (L-phenylalanine methyl ester), C(C1=CC=CC=C1)NCC1=CC=CC=C1 (dibenzylamine), CCN(C(C)C)C(C)C (Hunig base), C(=O)(Cl)Cl (phosgene), C1(=CC=CC=C1)C (toluene). The solvent is O (water), C(Cl)Cl (methylene chloride). Run at time 3 hour. The product is COC([C@@H](NC(N(CC1=CC=CC=C1)CC1=CC=CC=C1)=O)CC1=CC=CC=C1)=O (N-(dibenzylcarbamoyl)-3-phenyl-L-alanine methyl ester). Yield: 45.0%. As a reaction SMILES: [CH2:1]([NH:8][CH2:9][C:10]1[CH:15]=[CH:14][CH:13]=[CH:12][CH:11]=1)[C:2]1[CH:7]=[CH:6][CH:5]=[CH:4][CH:3]=1.CCN(C(C)C)C(C)C.[C:25](Cl)(Cl)=[O:26].C1(C)C=CC=CC=1.[CH3:36][O:37][C:38](=[O:48])[C@H:39]([CH2:41][C:42]1[CH:47]=[CH:46][CH:45]=[CH:44][CH:43]=1)[NH2:40]>C(Cl)Cl.O>[CH3:36][O:37][C:38](=[O:48])[C@H:39]([CH2:41][C:42]1[CH:47]=[CH:46][CH:45]=[CH:44][CH:43]=1)[NH:40][C:25](=[O:26])[N:8]([CH2:1][C:2]1[CH:7]=[CH:6][CH:5]=[CH:4][CH:3]=1)[CH2:9][C:10]1[CH:15]=[CH:14][CH:13]=[CH:12][CH:11]=1. Procedure: 1 g (5.06 mmol) of dibenzylamine and 1.73 ml (10.1 mmol) of Hunig base in 50 ml of methylene chloride were treated dropwise while cooling with ice with 2.6 ml of phosgene in toluene (20%. 5.06 mmol) and the solution obtained was stirred at 0° for 3 hours. Then, 1.1 g of L-phenylalanine methyl ester were added and the mixture was heated to 40° for 12 hours. Thereafter, the reaction mixture was poured into water, extracted with methylene chloride and the extracts were dried over sodium sulfate. Th... The reactants are aqueous solution, Cl (hydrochloric acid), C(C=C)N(C(CCCCCCC)=O)[C@H](C)C1=CC=CC=C1 ((R)-N-allyl-N-octanoyl-1-phenylethylamine), C(C)(C)(C)[Mg]Cl (tert-butylmagnesium chloride), C(OC(C)C)(=O)Cl (isopropyl chlorocarbonate). The solvent is C1(=CC=CC=C1)C (toluene). Reaction conditions: time 6 hour. Product: C(C)(C)OC(=O)N(C(C(CCCCCC)CC=C)=O)[C@H](C)C1=CC=CC=C1 (N-Isopropyloxycarbonyl-N-(2-allyloctanoyl)-(R)-1-phenylethylamine). Yield: 78.4%. As a reaction SMILES: C([N:4]([C@@H:14]([C:16]1[CH:21]=[CH:20][CH:19]=[CH:18][CH:17]=1)[CH3:15])[C:5](=[O:13])[CH2:6][CH2:7][CH2:8][CH2:9][CH2:10][CH2:11][CH3:12])C=C.[C:22]([Mg]Cl)(C)([CH3:24])[CH3:23].[C:28](Cl)(=[O:33])[O:29][CH:30]([CH3:32])[CH3:31].Cl>C1(C)C=CC=CC=1>[CH:30]([O:29][C:28]([N:4]([C@@H:14]([C:16]1[CH:17]=[CH:18][CH:19]=[CH:20][CH:21]=1)[CH3:15])[C:5](=[O:13])[CH:6]([CH2:24][CH:22]=[CH2:23])[CH2:7][CH2:8][CH2:9][CH2:10][CH2:11][CH3:12])=[O:33])([CH3:32])[CH3:31]. Procedure details: To a solution of 40.0 g (0.14 mol) of (R)-N-allyl-N-octanoyl-1-phenylethylamine in 400 ml of toluene was added dropwise 105 ml (0.17 mol) of tert-butylmagnesium chloride (1.6 M) at room temperature, and the reaction was allowed to proceed at 70° C. for 6 hours. The reaction mixture was cooled to room temperature and, then, 51.0 g (0.42 mol) of isopropyl chlorocarbonate was added, and the reaction was allowed to proceed at room temperature for 15 hours. After completion of the reaction, the react... Reactants: Cl (hydrochloric acid), FC(C1=NC=C(C=C1C(=O)OCC)CNC(C(C)C)=O)F (ethyl 2-(difluoromethyl)-5-{[(2-methylpropanoyl)amino]methyl}pyridine-3-carboxylate), [OH-].[Li+] (lithium hydroxide), O (water). Run in O1CCOCC1 (1,4-dioxane). Reaction conditions: time 60 minute. Product: FC(C1=NC=C(C=C1C(=O)O)CNC(C(C)C)=O)F (2-(Difluoromethyl)-5-{[(2-methylpropanoyl)amino]methyl}pyridine-3-carboxylic acid). Yield: 94.7%. RXN SMILES: [F:1][CH:2]([F:21])[C:3]1[C:8]([C:9]([O:11]CC)=[O:10])=[CH:7][C:6]([CH2:14][NH:15][C:16](=[O:20])[CH:17]([CH3:19])[CH3:18])=[CH:5][N:4]=1.O.[OH-].[Li+].Cl>O1CCOCC1>[F:21][CH:2]([F:1])[C:3]1[C:8]([C:9]([OH:11])=[O:10])=[CH:7][C:6]([CH2:14][NH:15][C:16](=[O:20])[CH:17]([CH3:19])[CH3:18])=[CH:5][N:4]=1 |f:2.3|. Procedure: Dissolve ethyl 2-(difluoromethyl)-5-{[(2-methylpropanoyl)amino]methyl}pyridine-3-carboxylate (414 g, 1.38 mol, 1.0 equiv) in 1,4-dioxane (4.97 L). Add water (2.48 L) and lithium hydroxide (125.6 g, 2.96 mol, 2.5 equiv); then stir the resulting mixture for 60 min at room temperature. Concentrate the 1,4-dioxane solution to ½ volume under reduced pressure, and add hydrochloric acid (5 N, 1.16 L, 5.79 mol, 4.2 equiv) slowly to maintain temperature at less than 20° C. until the pH is 2. Collect the ... The reactants are OC1C(N(CC1)CC(=O)OCC)=O (ethyl (R/S)-2-(3-hydroxy-2-oxo-1-pyrrolidinyl)acetate), C(CN)N (1,2-ethylene-diamine). Yields the product NCCNC(CN1C(C(CC1)O)=O)=O (N-[2-(amino)ethyl]-2-(3-hydroxy-2-oxo-1-pyrrolidinyl)acetamide). As a reaction SMILES: [OH:1][CH:2]1[CH2:6][CH2:5][N:4]([CH2:7][C:8]([O:10]CC)=O)[C:3]1=[O:13].[CH2:14]([NH2:17])[CH2:15][NH2:16]>>[NH2:16][CH2:15][CH2:14][NH:17][C:8](=[O:10])[CH2:7][N:4]1[CH2:5][CH2:6][CH:2]([OH:1])[C:3]1=[O:13]. Reported procedure: A mixture of 3.5 g of ethyl (R/S)-2-(3-hydroxy-2-oxo-1-pyrrolidinyl)acetate and 11.2 g of 1,2-ethylene-diamine is left to stand at room temperature for 20 hours. The excess 1,2-ethylenediamine is evaporated in vacuo. The residue is dissolved in 40 ml of hot acetonitrile and stirred at room temperature for 2 hours and then in an ice-bath for 1 hour. By filtration there is isolated N-[2-(amino)ethyl]-2-(3-hydroxy-2-oxo-1-pyrrolidinyl)acetamide of melting point 110°-112°. Run at time 20 hour. Reaction SMILES: [C:1](=[O:2])([OH:3])[C:4]12[CH2:5][CH2:6][C:7]([NH:12][CH2:13][C:14](=[O:15])[N:16]3[CH:17]([C:22]#[N:23])[CH2:18][CH:19]([F:21])[CH2:20]3)([CH2:8][CH2:9]1)[CH2:10][CH2:11]2.[CH3:24][O:25][c:26]1[cH:27][cH:28][c:29]([CH2:30][Cl:31])[cH:32][cH:33]1>>[C:1](=[O:2])([O:3][CH2:30][c:29]1[cH:28][cH:27][c:26]([O:25][CH3:24])[cH:33][cH:32]1)[C:4]12[CH2:5][CH2:6][C:7]([NH:12][CH2:13][C:14](=[O:15])[N:16]3[CH:17]([C:22]#[N:23])[CH2:18][CH:19]([F:21])[CH2:20]3)([CH2:8][CH2:9]1)[CH2:10][CH2:11]2. Starting materials: N#CC1CC(F)CN1C(=O)CNC12CCC(C(=O)O)(CC1)CC2, COc1ccc(CCl)cc1. Product: COc1ccc(COC(=O)C23CCC(NCC(=O)N4CC(F)CC4C#N)(CC2)CC3)cc1.